From a dataset of the Open Reaction Database (ORD), a public repository of structured organic reaction records. describe an organic reaction: reactants, conditions, products, and yield The reactants are C(C)(C)(C)C=1C(=C(C(=O)OC)C=C(C1)NC(=O)NC(\C=C\OC)=O)OC ((E)-methyl 3-tert-butyl-2-methoxy-5-(3-(3-methoxyacryloyl)ureido)benzoate), [B-](F)(F)(F)F.[B-](F)(F)(F)F.C1C[N+]2(CC[N+]1(CC2)CCl)F (Selectfluor). Solvent: C(C)#N (acetonitrile), CO (methanol), O (water). Conditions: temperature 90 celsius. Yields the product C(C)(C)(C)C=1C(=C(C(=O)OC)C=C(C1)N1C(NC(C(C1OC)F)=O)=O)OC (methyl 3-tert-butyl-5-(5-fluoro-6-methoxy-2,4-dioxotetrahydropyrimidin-1(2H)-yl)-2-methoxybenzoate). Isolated yield 29.0%. RXN SMILES: [C:1]([C:5]1[C:6]([O:25][CH3:26])=[C:7]([CH:12]=[C:13]([NH:15][C:16]([NH:18][C:19](=[O:24])/[CH:20]=[CH:21]/[O:22][CH3:23])=[O:17])[CH:14]=1)[C:8]([O:10][CH3:11])=[O:9])([CH3:4])([CH3:3])[CH3:2].[B-](F)(F)(F)[F:28].[B-](F)(F)(F)F.C1[N+]2(CCl)CC[N+](F)(CC2)C1>C(#N)C.CO.O>[C:1]([C:5]1[C:6]([O:25][CH3:26])=[C:7]([CH:12]=[C:13]([N:15]2[CH:21]([O:22][CH3:23])[CH:20]([F:28])[C:19](=[O:24])[NH:18][C:16]2=[O:17])[CH:14]=1)[C:8]([O:10][CH3:11])=[O:9])([CH3:4])([CH3:2])[CH3:3] |f:1.2.3|. Procedure details: The fluorination procedure was performed as described in Lal, G S, et al. J. Org. Chem., 60:7340-7342 (1995). The product from Example 41A, Part B (0.42 g, 1.26 mmol) and Selectfluor™ (0.672 g, 1.9 mmol) were combined in a mixture of acetonitrile (8 mL) and methanol (1 mL) and heated at 90° C. under N2 for 5 h. The solution was diluted with water, extracted into ethyl acetate, washed with sodium bicarbonate solution, concentrated and purified by column chromatography on silica gel to give the ti...